describe an organic reaction: reactants, conditions, products, and yield From a dataset of the Open Reaction Database (ORD), a public repository of structured organic reaction records. The reactants are CC12NC=3C=CC=CC3C1(CC1=CC=CC=C12)C (4b,5,9b,10-tetrahydro-4b,9b-dimethylindeno[1,2-b]indole), C(C)(=O)OC(C)=O (acetic anhydride), C([O-])(O)=O.[Na+] (sodium bicarbonate). Run at time 16 hour. Product: C(C)(=O)N1[C@]2([C@@](C=3C=CC=CC13)(CC1=CC=CC=C12)C)C (cis-5-Acetyl-4b,5,9b,10-Tetrahydro-4b,9b-dimethylindeno[1,2-b]indole). Reaction SMILES: [CH3:1][C:2]12[C:17]3[C:12](=[CH:13][CH:14]=[CH:15][CH:16]=3)[CH2:11][C:10]1([CH3:18])[C:9]1[CH:8]=[CH:7][CH:6]=[CH:5][C:4]=1[NH:3]2.C(=O)(O)[O-].[Na+].[C:24](OC(=O)C)(=[O:26])[CH3:25]>>[C:24]([N:3]1[C:4]2[CH:5]=[CH:6][CH:7]=[CH:8][C:9]=2[C@@:10]2([CH3:18])[CH2:11][C:12]3[C:17]([C@@:2]12[CH3:1])=[CH:16][CH:15]=[CH:14][CH:13]=3)(=[O:26])[CH3:25] |f:1.2|. Procedure details: 4b,5,9b,10-tetrahydro-4b,9b-dimethylindeno[1,2-b]indole, (0.2 g, 0.85 mmol) was dissolved in acetic anhydride (1 cm3) and the solution stirred at room temperature for 16 hours. The reaction mixture was poured into saturated sodium bicarbonate solution and stirred for a further 1/2 hour. The mixture was then extracted with ether (3×15 cm3) and the combined organic extracts collected washed with brine, dried (Na2SO4) and evaporated to yield the title compound as an oil. This was purified by flash ...